From a dataset of the Open Reaction Database (ORD), a public repository of structured organic reaction records. describe an organic reaction: reactants, conditions, products, and yield The reactants are NC1=NC=C(C=C1)S(=O)(=O)C (2-amino-5-(methylsulfonyl)pyridine), COC(NC(CCl)=O)=O (methyl(chloroacetyl)carbamate). The solvent is CN(C)P(=O)(N(C)C)N(C)C (HMPT). The product is CS(=O)(=O)C=1C=CC=2N(C1)C=C(N2)NC(=O)OC (6-(Methylsulfonyl)imidazo[1,2-a]pyridine-2-carbamic acid, methyl ester). As a reaction SMILES: [NH2:1][C:2]1[CH:7]=[CH:6][C:5]([S:8]([CH3:11])(=[O:10])=[O:9])=[CH:4][N:3]=1.[CH3:12][O:13][C:14](=[O:20])[NH:15][C:16](=O)[CH2:17]Cl>CN(P(N(C)C)(N(C)C)=O)C>[CH3:11][S:8]([C:5]1[CH:6]=[CH:7][C:2]2[N:3]([CH:17]=[C:16]([NH:15][C:14]([O:13][CH3:12])=[O:20])[N:1]=2)[CH:4]=1)(=[O:10])=[O:9]. Procedure: A suspension of 2-amino-5-(methylsulfonyl)pyridine (58.7 mmol) and methyl(chloroacetyl)carbamate (70 mmol) in 88 ml of HMPT is treated in a manner similar to that described above with respect to Example 1D to yield the product. The product is FC(C(C)(C)C1=NOC(=C1)N)(F)F (3-(1,1,1-trifluoro-2-methylpropan-2-yl)isoxazol-5-amine). Starting materials: FC(C(C(CC#N)=O)(C)C)(F)F (5,5,5-trifluoro-4,4-dimethyl-3-oxopentanenitrile), Cl.NO (hydroxylamine hydrochloride), [OH-].[Na+] (NaOH). Yield: 60.8%. Solvent: O (water). Procedure details: To a mixture of 5,5,5-trifluoro-4,4-dimethyl-3-oxopentanenitrile (1 g, 5.58 mmol) and hydroxylamine hydrochloride (0.407 g, 5.86 mmol) in water (30 mL) was added NaOH (0.447 g, 11.16 mmol). Then the mixture was stirred at 100° C. for 3 h. After cooling to rt, the mixture was extracted with DCM (50 mL×3). The organic layer was dried over Na2SO4, filtered and concentrated to yield a light yellow solid of 3-(1,1,1-trifluoro-2-methylpropan-2-yl)isoxazol-5-amine (700 mg, 3.39 mmol, 61% yield): 1H NMR... RXN SMILES: [F:1][C:2]([F:12])([F:11])[C:3]([CH3:10])([CH3:9])[C:4](=O)[CH2:5][C:6]#[N:7].Cl.[NH2:14][OH:15].[OH-].[Na+]>O>[F:1][C:2]([F:12])([F:11])[C:3]([C:4]1[CH:5]=[C:6]([NH2:7])[O:15][N:14]=1)([CH3:10])[CH3:9] |f:1.2,3.4|. Reaction conditions: temperature 100 celsius, time 3 hour. Reactants: BrC=1C=C(C(=C(C=O)C1)O)F (5-bromo-3-fluoro-2-hydroxybenzaldehyde), BrCCC=C (4-bromo-1-butene), C([O-])([O-])=O.[K+].[K+] (potassium carbonate). Solvent: CN(C)C=O (DMF), CCOC(=O)C (EtOAc). Reaction conditions: time 8 hour. Yields the product BrC=1C=C(C(=C(C=O)C1)OCCC=C)F (5-bromo-2-(but-3-enyloxy)-3-fluorobenzaldehyde). The yield is 95.4%. As a reaction SMILES: [Br:1][C:2]1[CH:3]=[C:4]([F:11])[C:5]([OH:10])=[C:6]([CH:9]=1)[CH:7]=[O:8].Br[CH2:13][CH2:14][CH:15]=[CH2:16].C(=O)([O-])[O-].[K+].[K+]>CN(C=O)C.CCOC(C)=O>[Br:1][C:2]1[CH:3]=[C:4]([F:11])[C:5]([O:10][CH2:16][CH2:15][CH:14]=[CH2:13])=[C:6]([CH:9]=1)[CH:7]=[O:8] |f:2.3.4|. Procedure: To a solution of 5-bromo-3-fluoro-2-hydroxybenzaldehyde from step 4A (2.0 g, 9.13 mmol) in DMF (36.5 ml) was added 4-bromo-1-butene (3.71 ml, 36.5 mmol) and potassium carbonate (1.58 g, 11.4 mmol). The resulting mixture was stirred at rt overnight. The reaction mixture was diluted with EtOAc (100 mL), washed with water (3×30 mL) and brine (30 mL), dried over magnesium sulfate, and then filtered and concentrated in vacuo. Purification by silica gel column chromatography (0-20% EtOAc/hexanes) gave... The reactants are CC(=O)NC(C)c1ccc(Br)cc1, C1COCCO1, [Cu]I, [I-], [Na+]. Product: CC(=O)NC(C)c1ccc(I)cc1. Reaction SMILES: [Br:1][c:2]1[cH:3][cH:4][c:5]([CH:8]([CH3:9])[NH:10][C:11]([CH3:12])=[O:13])[cH:6][cH:7]1.[CH2:16]1[O:17][CH2:18][CH2:19][O:20][CH2:21]1.[Cu:22][I:23].[I-:14].[Na+:15]>>[c:2]1([I:14])[cH:3][cH:4][c:5]([CH:8]([CH3:9])[NH:10][C:11]([CH3:12])=[O:13])[cH:6][cH:7]1. Reactants: CC(C)(C)OC(=O)N1CC(N2CCC(O)CC2)C1, ClCCl, O=C(O)C(F)(F)F. Product: OC1CCN(C2CNC2)CC1. RXN SMILES: [C:1]([O:2][C:3](=[O:4])[N:8]1[CH2:9][CH:10]([N:12]2[CH2:13][CH2:14][CH:15]([OH:18])[CH2:16][CH2:17]2)[CH2:11]1)([CH3:5])([CH3:6])[CH3:7].[Cl:19][CH2:20][Cl:21].[F:22][C:23]([F:24])([F:25])[C:26]([OH:27])=[O:28]>>[NH:8]1[CH2:9][CH:10]([N:12]2[CH2:13][CH2:14][CH:15]([OH:18])[CH2:16][CH2:17]2)[CH2:11]1. Starting materials: BrC=1C(=CC2=C(OCC(N2)=O)N1)C1=CC=CC=C1 (6-bromo-7-phenyl-1H-pyrido[2,3-b][1,4]oxazin-2(3H)-one), C([O-])([O-])=O.[K+].[K+] (potassium carbonate), IC (iodomethane). Run in CN(C=O)C (N,N-dimethylformamide), C([O-])(O)=O.[Na+] (sodium bicarbonate). Run at time 1 hour. Yields the product BrC=1C(=CC2=C(OCC(N2C)=O)N1)C1=CC=CC=C1 (6-bromo-1-methyl-7-phenyl-1H-pyrido[2,3-b][1,4]oxazin-2(3H)-one). Isolated yield 74.5%. RXN SMILES: [Br:1][C:2]1[C:3]([C:13]2[CH:18]=[CH:17][CH:16]=[CH:15][CH:14]=2)=[CH:4][C:5]2[NH:10][C:9](=[O:11])[CH2:8][O:7][C:6]=2[N:12]=1.[C:19](=O)([O-])[O-].[K+].[K+].IC>CN(C)C=O.C(=O)(O)[O-].[Na+]>[Br:1][C:2]1[C:3]([C:13]2[CH:18]=[CH:17][CH:16]=[CH:15][CH:14]=2)=[CH:4][C:5]2[N:10]([CH3:19])[C:9](=[O:11])[CH2:8][O:7][C:6]=2[N:12]=1 |f:1.2.3,6.7|. Procedure details: In a 15 mL reaction tube was added 6-bromo-7-phenyl-1H-pyrido[2,3-b][1,4]oxazin-2(3H)-one (1.00 g, 3.28 mmol) in anhydrous N,N-dimethylformamide (5 mL), potassium carbonate (1.359 g, 9.83 mmol) and iodomethane (0.246 mL, 3.93 mmol) to give a brown suspension. The reaction mixture was stirred at room temperature under a nitrogen atmosphere for 1 hour. The reaction mixture was diluted with saturated sodium bicarbonate solution (30 mL) and extracted into dichloromethane (3×15 mL). The combined orga... Reactants: CCCCC(NC(=O)C(Cc1ccc(O)cc1)NC(=O)OC(C)(C)C)C(=O)NCC(=O)NC(Cc1ccccc1)C(=O)C1C2(N)CC3CC(C2)CC1(C(=O)OC)C3, COC(C)=O, Cl, C1COCCO1. Product: Cl, CCCCC(NC(=O)C(N)Cc1ccc(O)cc1)C(=O)NCC(=O)NC(Cc1ccccc1)C(=O)C1C2(N)CC3CC(C2)CC1(C(=O)OC)C3. RXN SMILES: [C:1]([O:2][C:3]([CH3:4])([CH3:5])[CH3:6])(=[O:7])[NH:8][CH:9]([CH2:10][c:11]1[cH:12][cH:13][c:14]([OH:17])[cH:15][cH:16]1)[C:18](=[O:19])[NH:20][CH:21]([CH2:22][CH2:23][CH2:24][CH3:25])[C:26](=[O:27])[NH:28][CH2:29][C:30](=[O:31])[NH:32][CH:33]([CH2:34][c:35]1[cH:36][cH:37][cH:38][cH:39][cH:40]1)[C:41](=[O:42])[CH:43]1[C:44]2([C:54](=[O:55])[O:56][CH3:57])[CH2:45][CH:46]3[CH2:47][CH:48]([CH2:49][C:50]1([NH2:52])[CH2:51]3)[CH2:53]2.[C:59]([O:60][CH3:61])(=[O:62])[CH3:63].[ClH:58].[O:64]1[CH2:65][CH2:66][O:67][CH2:68][CH2:69]1>>[ClH:58].[NH2:8][CH:9]([CH2:10][c:11]1[cH:12][cH:13][c:14]([OH:17])[cH:15][cH:16]1)[C:18](=[O:19])[NH:20][CH:21]([CH2:22][CH2:23][CH2:24][CH3:25])[C:26](=[O:27])[NH:28][CH2:29][C:30](=[O:31])[NH:32][CH:33]([CH2:34][c:35]1[cH:36][cH:37][cH:38][cH:39][cH:40]1)[C:41](=[O:42])[CH:43]1[C:44]2([C:54](=[O:55])[O:56][CH3:57])[CH2:45][CH:46]3[CH2:47][CH:48]([CH2:49][C:50]1([NH2:52])[CH2:51]3)[CH2:53]2. The reactants are C1(=CC=C(C=C1)CCl)CCl (p-Xylylene dichloride), C1(=CC=CC=C1)S (thiophenol), C([O-])([O-])=O.[K+].[K+] (potassium carbonate), C1(=CC=CC=C1)C(C1=CC=C(CCl)C=C1)S (4-(phenyl-mercapto-methyl)-benzyl chloride), OC=1C=C2CCC(NC2=CC1)=O (6-hydroxy-3, 4-dihydro-carbostyril). Run in CS(=O)C (dimethylsulfoxide). Product: C1(=CC=CC=C1)SCC1=CC=C(COC=2C=C3CCC(NC3=CC2)=O)C=C1 (6-[4-(Phenylmercapto-methyl)-benzyloxy]-3,4-dihydro-carbostyril). Reaction SMILES: [C:1]1([CH2:9]Cl)[CH:6]=[CH:5][C:4]([CH2:7]Cl)=[CH:3][CH:2]=1.[C:11]1([SH:17])[CH:16]=[CH:15][CH:14]=[CH:13][CH:12]=1.C(=O)([O-])[O-].[K+].[K+].C1(C(S)C2C=CC(CCl)=CC=2)C=CC=CC=1.[OH:40][C:41]1[CH:42]=[C:43]2[C:48](=[CH:49][CH:50]=1)[NH:47][C:46](=[O:51])[CH2:45][CH2:44]2>CS(C)=O>[C:11]1([S:17][CH2:9][C:1]2[CH:6]=[CH:5][C:4]([CH2:7][O:40][C:41]3[CH:42]=[C:43]4[C:48](=[CH:49][CH:50]=3)[NH:47][C:46](=[O:51])[CH2:45][CH2:44]4)=[CH:3][CH:2]=2)[CH:16]=[CH:15][CH:14]=[CH:13][CH:12]=1 |f:2.3.4|. Procedure details: p-Xylylene dichloride was reacted with thiophenol in a mol ratio of 1:1 in the presence of excess potassium carbonate in dimethylsulfoxide. The obtained 4-(phenyl-mercapto-methyl)-benzyl chloride (identification: thin-layer chromatogram) was further reacted with 6-hydroxy-3, 4-dihydro-carbostyril analogous to Example 140 without isolation.